From a dataset of the Open Reaction Database (ORD), a public repository of structured organic reaction records. describe an organic reaction: reactants, conditions, products, and yield Starting materials: C(C)(=O)OCC (ethyl acetate), COC(C1=C(C=CC=C1I)CBr)=O (2-bromomethyl-6-iodo-benzoic acid methyl ester), C1(=CC=CC=C1)CCCN (3-phenyl-propylamine), C(=O)([O-])[O-].[K+].[K+] (K2CO3). The solvent is C1(=CC=CC=C1)C (toluene), CCCCCC (hexane). Run at temperature 100 celsius, time 2 hour. Yields the product IC=1C=CC=C2CN(C(C12)=O)CCCC1=CC=CC=C1 (7-iodo-2-(3-phenyl-propyl)-2,3-dihydro-isoindol-1-one). Isolated yield 47.7%. RXN SMILES: CO[C:3](=[O:13])[C:4]1[C:9]([I:10])=[CH:8][CH:7]=[CH:6][C:5]=1[CH2:11]Br.[C:14]1([CH2:20][CH2:21][CH2:22][NH2:23])[CH:19]=[CH:18][CH:17]=[CH:16][CH:15]=1.C([O-])([O-])=O.[K+].[K+].C(OCC)(=O)C>C1(C)C=CC=CC=1.CCCCCC>[I:10][C:9]1[CH:8]=[CH:7][CH:6]=[C:5]2[C:4]=1[C:3](=[O:13])[N:23]([CH2:22][CH2:21][CH2:20][C:14]1[CH:19]=[CH:18][CH:17]=[CH:16][CH:15]=1)[CH2:11]2 |f:2.3.4|. Procedure: A mixture of 2-bromomethyl-6-iodo-benzoic acid methyl ester (0.107 g, 0.3 mmol), 3-phenyl-propylamine (0.071 mL, 0.5 mmol), and K2CO3 (0.138 g, 1 mmol) in toluene (5 mL) was heated with stirring at 100° C. for 2 h. Workup and silica gel column chromatography using 30% ethyl acetate in hexane afforded 7-iodo-2-(3-phenyl-propyl)-2,3-dihydro-isoindol-1-one (0.054 g, 48%). 1H NMR (300 MHz, CDCl3): δ (ppm) 2.01 (m, 2H), 2.72 (t, 2H), 3.66 (t, 2H), 4.25 (s, 2H), 7.14-7.42 (m, 7H), 7.90 (d, 1H). Starting materials: [Br-], NC(=O)CCN(CCCBr)C(=O)OCc1ccccc1, CCCC[N+](CCCC)(CCCC)CCCC, ClCCl, Cl, [Na+], [OH-], Cc1cc(O)ccc1Cc1c(OC2OC(COC(=O)C(C)(C)C)C(OC(=O)C(C)(C)C)C(OC(=O)C(C)(C)C)C2OC(=O)C(C)(C)C)n[nH]c1C(C)C. Product: Cc1cc(OCCCN(CCC(N)=O)C(=O)OCc2ccccc2)ccc1Cc1c(OC2OC(COC(=O)C(C)(C)C)C(OC(=O)C(C)(C)C)C(OC(=O)C(C)(C)C)C2OC(=O)C(C)(C)C)n[nH]c1C(C)C. RXN SMILES: [Br-:77].[CH2:54]([c:55]1[cH:56][cH:57][cH:58][cH:59][cH:60]1)[O:61][C:62](=[O:63])[N:64]([CH2:65][CH2:66][CH2:67][Br:68])[CH2:69][CH2:70][C:71](=[O:72])[NH2:73].[CH2:78]([N+:79]([CH2:80][CH2:81][CH2:82][CH3:83])([CH2:84][CH2:85][CH2:86][CH3:87])[CH2:88][CH2:89][CH2:90][CH3:91])[CH2:92][CH2:93][CH3:94].[Cl:95][CH2:96][Cl:97].[ClH:76].[Na+:75].[OH-:74].[OH:1][c:2]1[cH:3][c:4]([CH3:53])[c:5]([CH2:8][c:9]2[c:10]([O:17][CH:18]3[CH:19]([O:20][C:21]([C:22]([CH3:23])([CH3:24])[CH3:25])=[O:26])[CH:27]([O:28][C:29]([C:30]([CH3:31])([CH3:32])[CH3:33])=[O:34])[CH:35]([O:36][C:37]([C:38]([CH3:39])([CH3:40])[CH3:41])=[O:42])[CH:43]([CH2:45][O:46][C:47]([C:48]([CH3:49])([CH3:50])[CH3:51])=[O:52])[O:44]3)[n:11][nH:12][c:13]2[CH:14]([CH3:15])[CH3:16])[cH:6][cH:7]1>>[O:1]([c:2]1[cH:3][c:4]([CH3:53])[c:5]([CH2:8][c:9]2[c:10]([O:17][CH:18]3[CH:19]([O:20][C:21]([C:22]([CH3:23])([CH3:24])[CH3:25])=[O:26])[CH:27]([O:28][C:29]([C:30]([CH3:31])([CH3:32])[CH3:33])=[O:34])[CH:35]([O:36][C:37]([C:38]([CH3:39])([CH3:40])[CH3:41])=[O:42])[CH:43]([CH2:45][O:46][C:47]([C:48]([CH3:49])([CH3:50])[CH3:51])=[O:52])[O:44]3)[n:11][nH:12][c:13]2[CH:14]([CH3:15])[CH3:16])[cH:6][cH:7]1)[CH2:67][CH2:66][CH2:65][N:64]([C:62]([O:61][CH2:54][c:55]1[cH:56][cH:57][cH:58][cH:59][cH:60]1)=[O:63])[CH2:69][CH2:70][C:71](=[O:72])[NH2:73]. The reactants are C(#N)CCCCN1C(=NC2=C1C=CC=C2)C(=O)C2CCNCC2 (1-[(4-cyanobutyl)-1H-benzimidazol-2-yl][1-(4-piperidinyl)]methanone), BrCCCCC#N (5-bromovaleronitrile), C([O-])([O-])=O.[K+].[K+] (potassium carbonate), CN(C=O)C (dimethylformamide). Run in O (water). Run at temperature 90 celsius. The product is C(#N)CCCCN1C(=NC2=C1C=CC=C2)C(=O)C2CCN(CC2)CCCCC#N (1-[(4-Cyanobutyl)-1H-benzimidazol-2-yl][1-(4-cyanobutyl)-4-piperidinyl]methanone). RXN SMILES: [C:1]([CH2:3][CH2:4][CH2:5][CH2:6][N:7]1[C:11]2[CH:12]=[CH:13][CH:14]=[CH:15][C:10]=2[N:9]=[C:8]1[C:16]([CH:18]1[CH2:23][CH2:22][NH:21][CH2:20][CH2:19]1)=[O:17])#[N:2].Br[CH2:25][CH2:26][CH2:27][CH2:28][C:29]#[N:30].C(=O)([O-])[O-].[K+].[K+].CN(C)C=O>O>[C:1]([CH2:3][CH2:4][CH2:5][CH2:6][N:7]1[C:11]2[CH:12]=[CH:13][CH:14]=[CH:15][C:10]=2[N:9]=[C:8]1[C:16]([CH:18]1[CH2:23][CH2:22][N:21]([CH2:25][CH2:26][CH2:27][CH2:28][C:29]#[N:30])[CH2:20][CH2:19]1)=[O:17])#[N:2] |f:2.3.4|. Procedure details: Mix 1-[(4-cyanobutyl)-1H-benzimidazol-2-yl][1-(4-piperidinyl)]methanone (4.0 g, 12.91 mmol), 5-bromovaleronitrile (2.5 g, 15.3 mmol), potassium carbonate (5.29 g, 38.25 mmol) and dimethylformamide (100 mL). Stir and heat at 90° C. overnight. Allow to cool to room temperature, dilute with water and extract with ethyl acetate (2×). Wash the combined organic phases with water (3×), then brine and dry (MgSO4). Evaporate the solvent in vacuo and purify by chromatography to give the title compound. The reactants are CCO, CC(C)O, [O-][n+]1ccc(OCc2ccccc2)cc1NCCCOc1cccc(CN2CCCCC2)c1. Yields the product [O-][n+]1ccc(O)cc1NCCCOc1cccc(CN2CCCCC2)c1. RXN SMILES: [CH3:38][CH2:39][OH:40].[CH:34]([OH:35])([CH3:36])[CH3:37].[N:1]1([CH2:7][c:8]2[cH:9][c:10]([O:11][CH2:12][CH2:13][CH2:14][NH:15][c:16]3[n+:17]([O-:30])[cH:18][cH:19][c:20]([O:22][CH2:23][c:24]4[cH:25][cH:26][cH:27][cH:28][cH:29]4)[cH:21]3)[cH:31][cH:32][cH:33]2)[CH2:2][CH2:3][CH2:4][CH2:5][CH2:6]1>>[N:1]1([CH2:7][c:8]2[cH:9][c:10]([O:11][CH2:12][CH2:13][CH2:14][NH:15][c:16]3[n+:17]([O-:30])[cH:18][cH:19][c:20]([OH:22])[cH:21]3)[cH:31][cH:32][cH:33]2)[CH2:2][CH2:3][CH2:4][CH2:5][CH2:6]1. The reactants are BrN1C(CCC1=O)=O (N-Bromosuccinimide), C(C1=CC=CC=C1)OC(CC1=CNC2=CC=CC=C12)=O (1H-indole-3-acetic acid benzyl ester), C(C1=CC=CC=C1)OC(CC1=CN(C2=CC=CC=C12)CC1=CC=CC=C1)=O ((phenylmethyl)-1H-indole-3-acetic acid benzyl ester). The solvent is C(Cl)(Cl)(Cl)Cl (carbon tetrachloride). Run at time 0.5 hour. Product: C(C1=CC=CC=C1)OC(CC1=C(N(C2=CC=C(C=C12)OC)CC1=CC=CC=C1)Br)=O (2-bromo-5-methoxy-1-(phenylmethyl)-1H-indole-3-acetic acid benzyl ester). The yield is 67.0%. Reaction SMILES: [CH2:1]([O:8][C:9](=[O:27])[CH2:10][C:11]1[C:19]2[C:14](=[CH:15][CH:16]=[CH:17][CH:18]=2)[N:13]([CH2:20][C:21]2[CH:26]=[CH:25][CH:24]=[CH:23][CH:22]=2)[CH:12]=1)[C:2]1[CH:7]=[CH:6][CH:5]=[CH:4][CH:3]=1.[Br:28]N1C(=O)CCC1=O.C(O[C:44](=[O:55])CC1C2C(=CC=CC=2)NC=1)C1C=CC=CC=1>C(Cl)(Cl)(Cl)Cl>[CH2:1]([O:8][C:9](=[O:27])[CH2:10][C:11]1[C:19]2[C:14](=[CH:15][CH:16]=[C:17]([O:55][CH3:44])[CH:18]=2)[N:13]([CH2:20][C:21]2[CH:22]=[CH:23][CH:24]=[CH:25][CH:26]=2)[C:12]=1[Br:28])[C:2]1[CH:3]=[CH:4][CH:5]=[CH:6][CH:7]=1. Reported procedure: 2-Bromo-5-methoxy-!-(phenylmethyl)-1H-indole-3-acetic acid benzyl ester. N-Bromosuccinimide (450 mg, 2.5 mmol) was added to 910 mg (2.5 mmol) of 5-methoxy-1-phenylmethyl)-1H-indole-3-acetic acid benzyl ester in 75 mL of carbon tetrachloride and the mixture stirred for 0.5 hour. After washing with Na2S2O3 solution, water and saturated NaCl solution and drying (Na2SO4), the CCl4 was removed at reduced pressure. The residue was chromatographed on silica (eluted with methylene chloride) and crystall... Reaction SMILES: [H-].[H-].[H-].[H-].[Li+].[Al+3].[Cl:7][C:8]1[C:17]([Cl:18])=[CH:16][C:11]([C:12](OC)=[O:13])=[C:10]([O:19][CH3:20])[CH:9]=1.O.[OH-].[Na+]>C1COCC1>[Cl:7][C:8]1[C:17]([Cl:18])=[CH:16][C:11]([CH2:12][OH:13])=[C:10]([O:19][CH3:20])[CH:9]=1 |f:0.1.2.3.4.5,8.9|. Product: ClC1=CC(=C(C=C1Cl)CO)OC ((4,5-Dichloro-2-methoxyphenyl)methanol). Isolated yield 85.4%. Solvent: C1CCOC1 (THF), C1CCOC1 (THF). Conditions: temperature -20 celsius, time 1 hour. Procedure: To a mixture of LiAlH4 (2.42 g, 64 mmol) in THF (40 mL) at −40° C. under argon, a solution of methyl 4,5-dichloro-2-methoxybenzoate (6 g, 26 mmol) in THF (50 mL) was added dropwise. The reaction mixture was stirred at −5° C. to 5° C. for 1 h. The mixture was cooled to −20° C. and then water (2 mL) and NaOH (15%) aqueous were added. The resulting mixture was stirred for 15 min. The solid was filtered, and the cake rinsed with ethyl acetate. The combined filtrate was dried over Na2SO4 and concentr... The reactants are ClC1=CC(=C(C(=O)OC)C=C1Cl)OC (methyl 4,5-dichloro-2-methoxybenzoate), [H-].[H-].[H-].[H-].[Li+].[Al+3] (LiAlH4), O (water), [OH-].[Na+] (NaOH). Procedure: To a suspension of 3-nitro-phenethylamine oxalate (1.792 g, 0.007 mol) in methylene chloride (45 mL), 1 N NaOH (45 mL) was added. It was stirred at room temperature to get a clear solution. A solution of 3,5-dibromo-4-methoxyphenyl acetyl chloride (0.0072 mol) in methylene chloride was added. Stirring was continued overnight and the completion of the reaction was monitored by thin layer chromatography. The reaction mixture was washed with 1N HCl and 1N NaOH, extracted with methylene chloride. Th... Reaction conditions: time 8 hour. Starting materials: BrC=1C=C(C=C(C1OC)Br)CC(=O)Cl (3,5-dibromo-4-methoxyphenyl acetyl chloride), C(C(=O)O)(=O)O.[N+](=O)([O-])C=1C=C(CCN)C=CC1 (3-nitro-phenethylamine oxalate). Solvent: C(Cl)Cl (methylene chloride), C(Cl)Cl (methylene chloride), [OH-].[Na+] (NaOH). Reaction SMILES: C(O)(=O)C(O)=O.[N+:7]([C:10]1[CH:11]=[C:12]([CH:16]=[CH:17][CH:18]=1)[CH2:13][CH2:14][NH2:15])([O-:9])=[O:8].[Br:19][C:20]1[CH:21]=[C:22]([CH2:29][C:30](Cl)=[O:31])[CH:23]=[C:24]([Br:28])[C:25]=1[O:26][CH3:27]>C(Cl)Cl.[OH-].[Na+]>[Br:19][C:20]1[CH:21]=[C:22]([CH2:29][C:30]([NH:15][CH2:14][CH2:13][C:12]2[CH:16]=[CH:17][CH:18]=[C:10]([N+:7]([O-:9])=[O:8])[CH:11]=2)=[O:31])[CH:23]=[C:24]([Br:28])[C:25]=1[O:26][CH3:27] |f:0.1,4.5|. The product is BrC=1C=C(C=C(C1OC)Br)CC(=O)NCCC1=CC(=CC=C1)[N+](=O)[O-] (2-(3,5-dibromo-4-methoxy-phenyl)-N-[2-(3-nitro-phenyl)-ethyl]-acetamide). Starting materials: C([O-])(O)=O.[Na+] (sodium bicarbonate), N1=C(C=CC=C1)S(=O)(=O)C1=CC=C(C=C1)[N+](=O)[O-] (4-nitrophenyl 2-pyridyl sulfone), stannous chloride, ice water. Run in C(C)O (ethanol). The product is N1=C(C=CC=C1)S(=O)(=O)C1=CC=C(C=C1)N (4-(2-Pyridylsulfonyl)benzenamine). The yield is 88.8%. RXN SMILES: [N:1]1[CH:6]=[CH:5][CH:4]=[CH:3][C:2]=1[S:7]([C:10]1[CH:15]=[CH:14][C:13]([N+:16]([O-])=O)=[CH:12][CH:11]=1)(=[O:9])=[O:8].C(=O)(O)[O-].[Na+]>C(O)C>[N:1]1[CH:6]=[CH:5][CH:4]=[CH:3][C:2]=1[S:7]([C:10]1[CH:15]=[CH:14][C:13]([NH2:16])=[CH:12][CH:11]=1)(=[O:8])=[O:9] |f:1.2|. Reported procedure: A stirred solution of 4-nitrophenyl 2-pyridyl sulfone (6.50 g, 24.6 mmol) and stannous chloride dehydrate (27.72 g, 123.0 mmol) in absolute ethanol (200 mL) was heated at reflux for 25 min. The reaction mixture was poured into ice water, and the aqueous solution basified with sodium bicarbonate (pH=8-9) and extracted with ethyl acetate (2×400 mL). The organics were combined, dried (MgSO4), filtered, and the solvent distilled to yield the title benzenamine (5.12 g, 89%) as a white solid; mp 158°-... Product: COc1cc(C=C2CCC3CCCC(c4cccc(F)c4)N3C2=O)ccc1-n1cnc(C)c1. The reactants are COc1cc(C=O)ccc1-n1cnc(C)c1, CCOC(C)=O, CCO, CCOP(=O)(OCC)C1CCC2CCCC(c3cccc(F)c3)N2C1=O, [Li+], C1CCOC1, [OH-], O. As a reaction SMILES: [CH3:30][O:31][c:32]1[cH:33][c:34]([CH:35]=[O:36])[cH:37][cH:38][c:39]1-[n:40]1[cH:41][n:42][c:43]([CH3:45])[cH:44]1.[CH3:46][CH2:47][O:48][C:49](=[O:50])[CH3:51].[CH3:57][CH2:58][OH:59].[F:4][c:5]1[cH:6][c:7]([CH:11]2[N:12]3[C:13](=[O:29])[CH:14]([P:21](=[O:22])([O:23][CH2:24][CH3:25])[O:26][CH2:27][CH3:28])[CH2:15][CH2:16][CH:17]3[CH2:18][CH2:19][CH2:20]2)[cH:8][cH:9][cH:10]1.[Li+:3].[O:52]1[CH2:53][CH2:54][CH2:55][CH2:56]1.[OH-:2].[OH2:1]>>[F:4][c:5]1[cH:6][c:7]([CH:11]2[N:12]3[C:13](=[O:29])[C:14](=[CH:35][c:34]4[cH:33][c:32]([O:31][CH3:30])[c:39](-[n:40]5[cH:41][n:42][c:43]([CH3:45])[cH:44]5)[cH:38][cH:37]4)[CH2:15][CH2:16][CH:17]3[CH2:18][CH2:19][CH2:20]2)[cH:8][cH:9][cH:10]1.